This data is from the Open Reaction Database (ORD), a public repository of structured organic reaction records. The task is: describe an organic reaction: reactants, conditions, products, and yield Reactants: BrC=1C=NC=C(C(=O)OC(C)(C)C)C1 (tert-butyl 5-bromonicotinate), CN(C=O)C (dimethylformamide), C([O-])([O-])=O.[K+].[K+] (potassium carbonate), C1OC=2C=C(C=CC2O1)B(O)O (3,4-methylenedioxy-phenyl boronic acid). The reagents and catalysts are [Pd] (palladium on carbon). The solvent is O (water). Run at temperature 90 celsius, time 15 hour. Yields the product C1OC=2C=C(C=CC2O1)C=1C=NC=C(C(=O)OC(C)(C)C)C1 (Tert-Butyl 5-(3,4-methylenedioxyphenyl)nicotinate). Yield: 88.1%. RXN SMILES: Br[C:2]1[CH:3]=[N:4][CH:5]=[C:6]([CH:14]=1)[C:7]([O:9][C:10]([CH3:13])([CH3:12])[CH3:11])=[O:8].C(=O)([O-])[O-].[K+].[K+].[CH2:21]1[O:29][C:28]2[CH:27]=[CH:26][C:25](B(O)O)=[CH:24][C:23]=2[O:22]1.CN(C)C=O>[Pd].O>[CH2:21]1[O:29][C:28]2[CH:27]=[CH:26][C:25]([C:2]3[CH:3]=[N:4][CH:5]=[C:6]([CH:14]=3)[C:7]([O:9][C:10]([CH3:13])([CH3:12])[CH3:11])=[O:8])=[CH:24][C:23]=2[O:22]1 |f:1.2.3|. Reported procedure: In a flask was placed tert-butyl 5-bromonicotinate (1.00 g, 3.87 mmol), 10% w/w palladium on carbon (210 mg, ˜0.2 mmol Pd), potassium carbonate (1.10 g, 7.96 mmol), 3,4-methylenedioxy-phenyl boronic acid (0.96 g, 5.79 mmol), dimethylformamide (50 mL) and water (250 L). The flask was purged with nitrogen and then heated, with stirring, to 90° C. for 15 hr. The reaction mixture was allowed to cool, diluted with water (350 mL) and extracted with CH2Cl2 (4X). The combined extracts was washed with wa... Reactants: CC1=C(C(CCC1)(C)C)C=CC(CCCCC)=O (1-(2,6,6-trimethylcyclohex-1-enyl)oct-1-en-3-one), OC1(C(C(CC(C1)O)(C)C)C=CC(C)O)C (4-(2,4-Dihydroxy-2,6,6-Trimethylcyclohexyl)But-3-en-2-ol). Yields the product OC1(C(C(CCC1)(C)C)C=CC(CCCCC)O)C (1-(2-Hydroxy-2,6,6-Trimethylcyclohexyl)Oct-1-en-3-ol). Reaction SMILES: [CH3:1][C:2]1[CH2:7][CH2:6][CH2:5][C:4]([CH3:9])([CH3:8])[C:3]=1[CH:10]=[CH:11][C:12](=[O:18])[CH2:13][CH2:14][CH2:15][CH2:16][CH3:17].[OH:19]C1(C)CC(O)CC(C)(C)C1C=CC(O)C>>[OH:19][C:2]1([CH3:1])[CH2:7][CH2:6][CH2:5][C:4]([CH3:8])([CH3:9])[CH:3]1[CH:10]=[CH:11][CH:12]([OH:18])[CH2:13][CH2:14][CH2:15][CH2:16][CH3:17]. Procedure: The entitled compound was obtained from 1-(2,6,6-trimethylcyclohex-1-enyl)oct-1-en-3-one in the same manner as in Example 1-(4), (5), and (6).